This data is from the Open Reaction Database (ORD), a public repository of structured organic reaction records. The task is: describe an organic reaction: reactants, conditions, products, and yield Reactants: O (Water), [OH-].[Na+] (sodium hydroxide), CS(=O)(=O)OCC#C (propargyl methanesulfonate), C(C1=CC=CC=C1)OCN1C(NCC1=O)=O (3-benzyloxymethyl-imidazolidine-2,4-dione). The reagents and catalysts are [Br-].C(CCC)[N+](CCCC)(CCCC)CCCC (tetrabutylammonium bromide). Run in C(C(C)C)C(=O)C (methyl isobutyl ketone). Yields the product C(C1=CC=CC=C1)OCN1C(N(CC1=O)CC#C)=O (3-benzyloxymethyl-l-propargylimidazolidine-2,4-dione). Yield: 78.4%. Reaction SMILES: [CH2:1]([O:8][CH2:9][N:10]1[C:14](=[O:15])[CH2:13][NH:12][C:11]1=[O:16])[C:2]1[CH:7]=[CH:6][CH:5]=[CH:4][CH:3]=1.[OH-].[Na+].CS(O[CH2:24][C:25]#[CH:26])(=O)=O.O>C(C(C)=O)C(C)C.[Br-].C([N+](CCCC)(CCCC)CCCC)CCC>[CH2:1]([O:8][CH2:9][N:10]1[C:14](=[O:15])[CH2:13][N:12]([CH2:26][C:25]#[CH:24])[C:11]1=[O:16])[C:2]1[CH:7]=[CH:6][CH:5]=[CH:4][CH:3]=1 |f:1.2,6.7|. Procedure: In 8 ml of methyl isobutyl ketone were dissolved 500 mg (2.27 mmoles) of 3-benzyloxymethyl-imidazolidine-2,4-dione and 37 mg (0.115 mmoles) of tetrabutylammonium bromide followed by addition of 114 mg (2.85 mmoles) of sodium hydroxide at room temperature with stirring. Thereafter, 610 mg (4.55 mmoles) of propargyl methanesulfonate was added dropwise at room temperature with stirring and the mixture was further stirred at room temperature for 7 hours. Water was added to the reaction mixture, and ... Reactants: ClC1=C2C(=NC=C1C(=O)OCC)CSC2 (ethyl 4-chloro-5,7-dihydrothieno[3,4-b]pyridine-3-carboxylate), ClC1=CC=C(C=C1)NN (p-chlorophenylhydrazine). Run in C(CCC)O (n-butanol). Product: ClC1=CC=C(C=C1)N1N=C2C3=C(NC=C2C1=O)CSC3 (2-(p-chlorophenyl)-2,3,6,8-tetrahydrothieno[3,4-b]pyrazolo[3,4-d]pyridin-3(5H)-one). Reaction SMILES: Cl[C:2]1[C:7]([C:8]([O:10]CC)=O)=[CH:6][N:5]=[C:4]2[CH2:13][S:14][CH2:15][C:3]=12.[Cl:16][C:17]1[CH:22]=[CH:21][C:20]([NH:23][NH2:24])=[CH:19][CH:18]=1>C(O)CCC>[Cl:16][C:17]1[CH:22]=[CH:21][C:20]([N:23]2[C:8](=[O:10])[C:7]3[C:2]([C:3]4[CH2:15][S:14][CH2:13][C:4]=4[NH:5][CH:6]=3)=[N:24]2)=[CH:19][CH:18]=1. Reported procedure: A mixture of 0.6 g of ethyl 4-chloro-5,7-dihydrothieno[3,4-b]pyridine-3-carboxylate, p-chlorophenylhydrazine(0.35 g) and 10 ml of n-butanol is heated at reflux for 24 hours, then evaporated to dryness. To the residue is added additional p-chlorophenylhydrazine (0.35 g) and 10 ml of N-methyl-2-pyrrolidone, and the mixture is heated at 150° for 18 hours, then evaporated to dryness. The residue is treated with 20 ml of 2N NaOH and 40 ml of ether. Alkaline layer is separated and pH adjusted to 6.5 d... Starting materials: O=C([O-])[O-], CCOCC, CCO, [K+], [K+], Nc1ncc2c(n1)CC(c1ccc(F)cc1Br)CC2=O, c1ccc(P(c2ccccc2)(c2ccccc2)[Pd](P(c2ccccc2)(c2ccccc2)c2ccccc2)(P(c2ccccc2)(c2ccccc2)c2ccccc2)P(c2ccccc2)(c2ccccc2)c2ccccc2)cc1, OB(O)c1cccnc1. Yields the product Nc1ncc2c(n1)CC(c1ccc(F)cc1-c1cccnc1)CC2=O. RXN SMILES: [C:30](=[O:31])([O-:32])[O-:33].[CH3:116][CH2:117][O:118][CH2:119][CH3:120].[CH3:36][CH2:37][OH:38].[K+:34].[K+:35].[NH2:1][c:2]1[n:3][c:4]2[c:9]([cH:10][n:11]1)[C:8](=[O:12])[CH2:7][CH:6]([c:13]1[c:14]([Br:20])[cH:15][c:16]([F:19])[cH:17][cH:18]1)[CH2:5]2.[cH:39]1[cH:40][cH:41][c:42]([P:43]([Pd:44]([P:45]([c:46]2[cH:47][cH:48][cH:49][cH:50][cH:51]2)([c:52]2[cH:53][cH:54][cH:55][cH:56][cH:57]2)[c:58]2[cH:59][cH:60][cH:61][cH:62][cH:63]2)([P:64]([c:65]2[cH:66][cH:67][cH:68][cH:69][cH:70]2)([c:71]2[cH:72][cH:73][cH:74][cH:75][cH:76]2)[c:77]2[cH:78][cH:79][cH:80][cH:81][cH:82]2)[P:83]([c:84]2[cH:85][cH:86][cH:87][cH:88][cH:89]2)([c:90]2[cH:91][cH:92][cH:93][cH:94][cH:95]2)[c:96]2[cH:97][cH:98][cH:99][cH:100][cH:101]2)([c:102]2[cH:103][cH:104][cH:105][cH:106][cH:107]2)[c:108]2[cH:109][cH:110][cH:111][cH:112][cH:113]2)[cH:114][cH:115]1.[n:21]1[cH:22][c:23]([B:27]([OH:28])[OH:29])[cH:24][cH:25][cH:26]1>>[NH2:1][c:2]1[n:3][c:4]2[c:9]([cH:10][n:11]1)[C:8](=[O:12])[CH2:7][CH:6]([c:13]1[c:14](-[c:23]3[cH:22][n:21][cH:26][cH:25][cH:24]3)[cH:15][c:16]([F:19])[cH:17][cH:18]1)[CH2:5]2. Reactants: COC1=C(CO)C=CC(=C1)OC (2,4-dimethoxybenzyl alcohol), N1=CC=CC=C1 (pyridine), P(Br)(Br)Br (PBr3). Run in C1(=CC=CC=C1)C (toluene), C1(=CC=CC=C1)C (toluene). Conditions: temperature 4 celsius, time 45 minute. Product: COC1=C(CBr)C=CC(=C1)OC (2,4-Dimethoxybenzyl bromide). RXN SMILES: [CH3:1][O:2][C:3]1[CH:10]=[C:9]([O:11][CH3:12])[CH:8]=[CH:7][C:4]=1[CH2:5]O.N1C=CC=CC=1.P(Br)(Br)[Br:20]>C1(C)C=CC=CC=1>[CH3:1][O:2][C:3]1[CH:10]=[C:9]([O:11][CH3:12])[CH:8]=[CH:7][C:4]=1[CH2:5][Br:20]. Reported procedure: 2 g (11.77 mmol) of 2,4-dimethoxybenzyl alcohol (Aldrich, Steinheim, FRG) are dissolved in 30 ml of abs. toluene, and this solution is untreated with 0.3 ml of pyridine. The clear solution is cooled down to approximately 4° C. and 1.12 ml (0.992 equivalents) of PBr3 in 6 ml of abs. toluene are added dropwise to it over the space of 30 min. After a further 45 min, the reaction solution is poured onto ice-water and the whole is extracted with ether. The organic phase is washed, in succession, with... Reactants: CC(=O)O, CC(C)Oc1c(C#N)cnc2ccc(C=C3SC(NCc4ccccc4Cl)=NC3=O)nc12, N#Cc1cnc2ccc(C=C3SC(NCc4cccs4)=NC3=O)nc2c1, O. The product is N#Cc1cnc2ccc(C=C3SC(NCc4ccccc4Cl)=NC3=O)nc2c1. Reaction SMILES: [C:59]([OH:60])(=[O:61])[CH3:62].[Cl:1][c:2]1[c:3]([CH2:4][NH:5][C:6]2=[N:10][C:9](=[O:11])[C:8](=[CH:12][c:13]3[n:14][c:15]4[c:16]([O:25][CH:26]([CH3:27])[CH3:28])[c:17]([C:23]#[N:24])[cH:18][n:19][c:20]4[cH:21][cH:22]3)[S:7]2)[cH:29][cH:30][cH:31][cH:32]1.[O:33]=[C:34]1[C:35](=[CH:36][c:37]2[n:38][c:39]3[c:40]([cH:41][cH:42]2)[n:43][cH:44][c:45]([C:46]#[N:47])[cH:48]3)[S:49][C:50]([NH:51][CH2:52][c:53]2[s:54][cH:55][cH:56][cH:57]2)=[N:58]1.[OH2:63]>>[Cl:1][c:2]1[c:3]([CH2:4][NH:5][C:6]2=[N:10][C:9](=[O:11])[C:8](=[CH:12][c:13]3[n:14][c:15]4[cH:16][c:17]([C:23]#[N:24])[cH:18][n:19][c:20]4[cH:21][cH:22]3)[S:7]2)[cH:29][cH:30][cH:31][cH:32]1.